This data is from the Open Reaction Database (ORD), a public repository of structured organic reaction records. The task is: describe an organic reaction: reactants, conditions, products, and yield Starting materials: COc1cccc(OC(F)(F)F)c1, COc1ccc(C)cc1C1(N2CC(OCCC#N)CC2C(=O)N(C)C)C(=O)Nc2ccc(Cl)cc21, O=S(=O)(Cl)Cl. Product: COc1ccc(S(=O)(=O)N2C(=O)C(c3cc(C)ccc3OC)(N3CC(OCCC#N)CC3C(=O)N(C)C)c3cc(Cl)ccc32)c(OC(F)(F)F)c1. Reaction SMILES: [CH3:41][O:42][c:43]1[cH:44][c:45]([O:49][C:50]([F:51])([F:52])[F:53])[cH:46][cH:47][cH:48]1.[Cl:1][c:2]1[cH:3][c:4]2[c:8]([cH:9][cH:10]1)[NH:7][C:6](=[O:11])[C:5]2([c:12]1[c:13]([O:19][CH3:20])[cH:14][cH:15][c:16]([CH3:18])[cH:17]1)[N:21]1[CH:22]([C:23](=[O:24])[N:25]([CH3:26])[CH3:27])[CH2:28][CH:29]([O:31][CH2:32][CH2:33][C:34]#[N:35])[CH2:30]1.[S:36](=[O:37])(=[O:38])([Cl:39])[Cl:40]>>[Cl:1][c:2]1[cH:3][c:4]2[c:8]([cH:9][cH:10]1)[N:7]([S:36](=[O:37])(=[O:38])[c:46]1[c:45]([O:49][C:50]([F:51])([F:52])[F:53])[cH:44][c:43]([O:42][CH3:41])[cH:48][cH:47]1)[C:6](=[O:11])[C:5]2([c:12]1[c:13]([O:19][CH3:20])[cH:14][cH:15][c:16]([CH3:18])[cH:17]1)[N:21]1[CH:22]([C:23](=[O:24])[N:25]([CH3:26])[CH3:27])[CH2:28][CH:29]([O:31][CH2:32][CH2:33][C:34]#[N:35])[CH2:30]1. RXN SMILES: [CH:1]1[CH2:5][CH:4]=[CH:3][CH:2]=1.[CH2:6]=[CH:7][C:8](=[CH2:10])[CH3:9]>CCCCCC>[CH:5]1[CH2:4][CH:3]=[CH:2][CH:1]=1.[CH2:6]=[CH:7][C:8](=[CH2:9])[CH3:10].[CH3:6][C:5](=[CH2:4])[CH3:1]. The solvent is CCCCCC (hexane). Procedure: A terpolymer of cyclopentadiene (CPD), isoprene, and isobutylene was prepared. This terpolymer had an Mv of 19,000 and an INOPO of 47. It contained 5.7 mole % CPD and 4.8 mole % isoprene by NMR analyses. 333 g. of this terpolymer was dissolved in 594 g. of hexane to yield 927 g. of a 36% cement and then converted to the hydroxyl derivative as follows: Yields the product C1=CC=CC1 (cyclopentadiene), C=CC(C)=C (isoprene), CC(C)=C (isobutylene). The reactants are C1=CC=CC1 (CPD), C=CC(C)=C (isoprene), 47, hydroxyl. The reactants are COc1cc(Nc2nc3ccccc3nc2NS(=O)(=O)c2cccc(NC(=O)C(C)NC(=O)OC(C)(C)C)c2)cc(OC)c1, ClCCl, Cl, C1COCCO1. The product is COc1cc(Nc2nc3ccccc3nc2NS(=O)(=O)c2cccc(NC(=O)C(C)N)c2)cc(OC)c1, Cl. Reaction SMILES: [CH3:8][O:9][c:10]1[cH:11][c:12]([NH:18][c:19]2[c:20]([NH:29][S:30](=[O:31])(=[O:32])[c:33]3[cH:34][c:35]([NH:39][C:40]([CH:41]([CH3:42])[NH:43][C:44](=[O:45])[O:46][C:47]([CH3:48])([CH3:49])[CH3:50])=[O:51])[cH:36][cH:37][cH:38]3)[n:21][c:22]3[cH:23][cH:24][cH:25][cH:26][c:27]3[n:28]2)[cH:13][c:14]([O:16][CH3:17])[cH:15]1.[Cl:52][CH2:53][Cl:54].[ClH:1].[O:2]1[CH2:3][CH2:4][O:5][CH2:6][CH2:7]1>>[CH3:8][O:9][c:10]1[cH:11][c:12]([NH:18][c:19]2[c:20]([NH:29][S:30](=[O:31])(=[O:32])[c:33]3[cH:34][c:35]([NH:39][C:40]([CH:41]([CH3:42])[NH2:43])=[O:51])[cH:36][cH:37][cH:38]3)[n:21][c:22]3[cH:23][cH:24][cH:25][cH:26][c:27]3[n:28]2)[cH:13][c:14]([O:16][CH3:17])[cH:15]1.[ClH:1]. The reactants are CC(=O)OC(C)=O, Clc1ccc(N=C2NCCN2)c(Cl)c1, c1ccccc1. Yields the product CC(=O)N1CCNC1=Nc1ccc(Cl)cc1Cl. RXN SMILES: [CH3:15][C:16](=[O:17])[O:18][C:19](=[O:20])[CH3:21].[Cl:1][c:2]1[c:3]([N:9]=[C:10]2[NH:11][CH2:12][CH2:13][NH:14]2)[cH:4][cH:5][c:6]([Cl:8])[cH:7]1.[cH:22]1[cH:23][cH:24][cH:25][cH:26][cH:27]1>>[Cl:1][c:2]1[c:3]([N:9]=[C:10]2[NH:11][CH2:12][CH2:13][N:14]2[C:16]([CH3:15])=[O:17])[cH:4][cH:5][c:6]([Cl:8])[cH:7]1.